From a dataset of the Open Reaction Database (ORD), a public repository of structured organic reaction records. describe an organic reaction: reactants, conditions, products, and yield Reactants: C(C)OC(=O)C=1C(=C2C(=NC1C)N(N=C2)CC)O (1-ethyl-6-methyl-4-hydroxy-1H-pyrazolo[3,4-b]pyridine-5-carboxylic acid ethyl ester), P(=O)(Cl)(Cl)Cl (phosphorus oxychloride). The product is C(C)OC(=O)C=1C(=C2C(=NC1C)N(N=C2)CC)Cl (4-Chloro-1-ethyl-6-methyl-1H-pyrazolo[3,4-b]pyridine-5-carboxylic acid ethyl ester). RXN SMILES: [CH2:1]([O:3][C:4]([C:6]1[C:7](O)=[C:8]2[CH:15]=[N:14][N:13]([CH2:16][CH3:17])[C:9]2=[N:10][C:11]=1[CH3:12])=[O:5])[CH3:2].P(Cl)(Cl)([Cl:21])=O>>[CH2:1]([O:3][C:4]([C:6]1[C:7]([Cl:21])=[C:8]2[CH:15]=[N:14][N:13]([CH2:16][CH3:17])[C:9]2=[N:10][C:11]=1[CH3:12])=[O:5])[CH3:2]. Reported procedure: A mixture of 49.1 g of 1-ethyl-6-methyl-4-hydroxy-1H-pyrazolo[3,4-b]pyridine-5-carboxylic acid ethyl ester (0.197 mole) and 250 ml of phosphorus oxychloride is refluxed for 4 hours. Then the excess phosphorus oxychloride is removed by vacuum distillation and the residue is treated with water. The 4-chloro compound (42 g) is filtered under suction and recrystallized from n-hexane, mp 54°-56° C. Starting materials: ICCCC#C[C@@H]1CC[C@H](CC1)N(S(=O)(=O)C1=CC=C(C=C1)C(F)(F)F)C (trans-N-[4-(5-Iodo-pent-1-ynyl)-cyclohexyl]-N-methyl-4-trifluoromethyl-benzenesulfonamide), CNCCC (N-methylpropylamine). Run in CO (MeOH). Reaction conditions: temperature 65 celsius, time 8 hour. The product is CN(S(=O)(=O)C1=CC=C(C=C1)C(F)(F)F)[C@@H]1CC[C@H](CC1)C#CCCCN(CCC)C (trans-N-Methyl-N-{4-[5-(methyl-propyl-amino)-pent-1-ynyl]-cyclohexyl}-4-trifluoromethyl-benzenesulfonamide). Isolated yield 47.3%. As a reaction SMILES: I[CH2:2][CH2:3][CH2:4][C:5]#[C:6][C@H:7]1[CH2:12][CH2:11][C@H:10]([N:13]([CH3:27])[S:14]([C:17]2[CH:22]=[CH:21][C:20]([C:23]([F:26])([F:25])[F:24])=[CH:19][CH:18]=2)(=[O:16])=[O:15])[CH2:9][CH2:8]1.[CH3:28][NH:29][CH2:30][CH2:31][CH3:32]>CO>[CH3:27][N:13]([C@H:10]1[CH2:11][CH2:12][C@H:7]([C:6]#[C:5][CH2:4][CH2:3][CH2:2][N:29]([CH3:28])[CH2:30][CH2:31][CH3:32])[CH2:8][CH2:9]1)[S:14]([C:17]1[CH:22]=[CH:21][C:20]([C:23]([F:26])([F:25])[F:24])=[CH:19][CH:18]=1)(=[O:16])=[O:15]. Reported procedure: 320 mg (corresponds to 0.59 mmol) of crude trans-N-[4-(5-Iodo-pent-1-ynyl)-cyclohexyl]-N-methyl-4-trifluoromethyl-benzenesulfonamide in 6 ml MeOH was treated with 0.6 ml (5.93 mmol) of N-methylpropylamine. The reaction was stirred overnight at 65° C. and partitioned between aqueous 1N NaOH /Et2O (3×), the organic phases were dried over Na2SO4 and evaporated. Purification by flash column chromatography on silica gel (CH2Cl2, then CH2Cl2/MeOH 95:5 to 9:1) gave 128 mg (47% over two steps) of trans-... The reactants are [Br-], C1CCOC1, CC(C)c1nnc2ccc(C=O)cn12, Fc1ccc([Mg+])cc1. Product: CC(C)c1nnc2ccc(C(O)c3ccc(F)cc3)cn12. As a reaction SMILES: [Br-:15].[CH2:24]1[O:25][CH2:26][CH2:27][CH2:28]1.[CH:1]([CH3:2])([CH3:3])[c:4]1[n:5][n:6][c:7]2[n:8]1[cH:9][c:10]([CH:13]=[O:14])[cH:11][cH:12]2.[F:16][c:17]1[cH:18][cH:19][c:20]([Mg+:23])[cH:21][cH:22]1>>[CH:1]([CH3:2])([CH3:3])[c:4]1[n:5][n:6][c:7]2[n:8]1[cH:9][c:10]([CH:13]([OH:14])[c:20]1[cH:19][cH:18][c:17]([F:16])[cH:22][cH:21]1)[cH:11][cH:12]2. The reactants are diazonium salt, FC1=C(N)C=CC=C1 (2-fluoroaniline), N(=O)[O-].[Na+] (sodium nitrite), Cl (hydrochloric acid), COC1=CC=C(C=C1)C=1N=C(NC1C1=CC=C(C=C1)OC)S (4,5-bis(4-methoxyphenyl)-2-mercaptoimidazole), [OH-].[Na+] (sodium hydroxide). The reagents and catalysts are [Cu] (copper). The solvent is CN(C=O)C (dimethylformamide). Run at time 3 hour. The product is COC1=CC=C(C=C1)C=1N=C(NC1C1=CC=C(C=C1)OC)SC1=C(C=CC=C1)F (4,5-bis(4-methoxyphenyl)-2-(2-fluorophenylthio)imidazole). The yield is 33.3%. Reaction SMILES: [F:1][C:2]1[CH:8]=[CH:7][CH:6]=[CH:5][C:3]=1N.N([O-])=O.[Na+].Cl.[CH3:14][O:15][C:16]1[CH:21]=[CH:20][C:19]([C:22]2[N:23]=[C:24]([SH:35])[NH:25][C:26]=2[C:27]2[CH:32]=[CH:31][C:30]([O:33][CH3:34])=[CH:29][CH:28]=2)=[CH:18][CH:17]=1.[OH-].[Na+]>CN(C)C=O.[Cu]>[CH3:34][O:33][C:30]1[CH:31]=[CH:32][C:27]([C:26]2[N:25]=[C:24]([S:35][C:3]3[CH:5]=[CH:6][CH:7]=[CH:8][C:2]=3[F:1])[NH:23][C:22]=2[C:19]2[CH:20]=[CH:21][C:16]([O:15][CH3:14])=[CH:17][CH:18]=2)=[CH:28][CH:29]=1 |f:1.2,5.6|. Reported procedure: At 0° a diazonium salt solution prepared from 2.5 g of 2-fluoroaniline, 1.58 g of sodium nitrite, and 10 ml of 6N hydrochloric acid is added dropwise to a solution of 6.25 g of 4,5-bis(4-methoxyphenyl)-2-mercaptoimidazole in a mixture of 240 ml of dimethylformamide, 10 ml of 2N sodium hydroxide solution, and 1.45 g of powdered copper. The solution develops a reddish brown color under nitrogen evolution. The mixture is further stirred for 3 hours, concentrated under vacuum, and the residue is dis... The reactants are CO (MeOH), ClC1=NC=CC(=N1)C1=C(N=C(S1)C(C)C)C=1C(=C(C=CC1)NS(=O)(=O)C1=C(C=CC=C1F)F)F (N-{3-[5-(2-chloro-4-pyrimidinyl)-2-(1-methylethyl)-1,3-thiazol-4-yl]-2-fluorophenyl}-2,6-difluorobenzenesulfonamide), N (ammonia). Conditions: temperature 45 celsius. Product: NC1=NC=CC(=N1)C1=C(N=C(S1)C(C)C)C=1C(=C(C=CC1)NS(=O)(=O)C1=C(C=CC=C1F)F)F (N-{3-[5-(2-Amino-4-pyrimidinyl)-2-(1-methylethyl)-1,3-thiazol-4-yl]-2-fluorophenyl}-2,6-difluorobenzenesulfonamide), solid. Yield: 63.0%. RXN SMILES: Cl[C:2]1[N:7]=[C:6]([C:8]2[S:12][C:11]([CH:13]([CH3:15])[CH3:14])=[N:10][C:9]=2[C:16]2[C:17]([F:34])=[C:18]([NH:22][S:23]([C:26]3[C:31]([F:32])=[CH:30][CH:29]=[CH:28][C:27]=3[F:33])(=[O:25])=[O:24])[CH:19]=[CH:20][CH:21]=2)[CH:5]=[CH:4][N:3]=1.[NH3:35].CO>>[NH2:35][C:2]1[N:7]=[C:6]([C:8]2[S:12][C:11]([CH:13]([CH3:15])[CH3:14])=[N:10][C:9]=2[C:16]2[C:17]([F:34])=[C:18]([NH:22][S:23]([C:26]3[C:31]([F:32])=[CH:30][CH:29]=[CH:28][C:27]=3[F:33])(=[O:25])=[O:24])[CH:19]=[CH:20][CH:21]=2)[CH:5]=[CH:4][N:3]=1. Procedure details: Following a procedure analogous to the procedure described in Example 51, Step B using N-{3-[5-(2-chloro-4-pyrimidinyl)-2-(1-methylethyl)-1,3-thiazol-4-yl]-2-fluorophenyl}-2,6-difluorobenzenesulfonamide (200 mg, 0.381 mmol) and ammonia in MeOH 7M (6 ml, 42.0 mmol) and heating to 45° C. overnight, the title compound was obtained as a light yellow solid (128 mg, 63% yield). 1H NMR (400 MHz, DMSO-d6) δ ppm 10.84 (s, 1H), 7.93 (d, J=5.2 Hz, 1H), 7.55-7.70 (m, 1H), 7.34-7.43 (m, 1H), 7.30 (t, J=6.3 H...